From a dataset of the Open Reaction Database (ORD), a public repository of structured organic reaction records. describe an organic reaction: reactants, conditions, products, and yield The reactants are ClCCl, CS(C)=O, CCN(C(C)C)C(C)C, O=C(Cl)C(=O)Cl, Cl, O=C1CC(CO)C(c2ccccc2)C1. Yields the product O=CC1CC(=O)CC1c1ccccc1. Reaction SMILES: [CH2:35]([Cl:36])[Cl:37].[CH3:7][S:8]([CH3:9])=[O:10].[CH:25]([N:26]([CH2:27][CH3:28])[CH:29]([CH3:30])[CH3:31])([CH3:32])[CH3:33].[Cl:1][C:2]([C:3]([Cl:4])=[O:5])=[O:6].[ClH:34].[OH:11][CH2:12][CH:13]1[CH:14]([c:19]2[cH:20][cH:21][cH:22][cH:23][cH:24]2)[CH2:15][C:16](=[O:18])[CH2:17]1>>[O:11]=[CH:12][CH:13]1[CH:14]([c:19]2[cH:20][cH:21][cH:22][cH:23][cH:24]2)[CH2:15][C:16](=[O:18])[CH2:17]1. Reactants: NC1=NC2=C(C=3C=C(C=NC13)CCC1=CC=C(C=C1)O)C=CC(=C2)C (4-(2-(5-amino-8-methylbenzo[f][1,7]naphthyridin-2-yl)ethyl)phenol), BrCC(=O)N(C)C (2-bromo-N,N-dimethylacetamide). Product: NC1=NC2=C(C=3C=C(C=NC13)CCC1=CC=C(OCC(=O)N(C)C)C=C1)C=CC(=C2)C (2-(4-(2-(5-Amino-8-methylbenzo[f][1,7]naphthyridin-2-yl)ethyl)phenoxy)-N,N-dimethylacetamide). RXN SMILES: [NH2:1][C:2]1[C:11]2[N:10]=[CH:9][C:8]([CH2:12][CH2:13][C:14]3[CH:19]=[CH:18][C:17]([OH:20])=[CH:16][CH:15]=3)=[CH:7][C:6]=2[C:5]2[CH:21]=[CH:22][C:23]([CH3:25])=[CH:24][C:4]=2[N:3]=1.Br[CH2:27][C:28]([N:30]([CH3:32])[CH3:31])=[O:29]>>[NH2:1][C:2]1[C:11]2[N:10]=[CH:9][C:8]([CH2:12][CH2:13][C:14]3[CH:15]=[CH:16][C:17]([O:20][CH2:27][C:28]([N:30]([CH3:32])[CH3:31])=[O:29])=[CH:18][CH:19]=3)=[CH:7][C:6]=2[C:5]2[CH:21]=[CH:22][C:23]([CH3:25])=[CH:24][C:4]=2[N:3]=1. Reported procedure: 2-(4-(2-(5-Amino-8-methylbenzo[f][1,7]naphthyridin-2-yl)ethyl)phenoxy)-N,N-dimethylacetamide was prepared from 4-(2-(5-amino-8-methylbenzo[f][1,7]naphthyridin-2-yl)ethyl)phenol (from Example 170) and following the procedure described for Example 139, but using 2-bromo-N,N-dimethylacetamide. 1H NMR (Acetone-d6): δ 8.75 (s, 1H), 8.70 (s, 1H), 8.28 (d, 1H), 7.40 (s, 1H), 7.18 (t, 3H), 6.87 (d, 2H), 6.56 (br, 2H), 4.72 (s, 2H), 3.20 (t, 2H), 3.07 (s, 3H), 3.05 (t, 2H), 2.87 (s, 3H), 2.45 (s, 3H). LR... Reactants: aqueous solution, Cl (hydrochloric acid), [N-]=[N+]=[N-].[Na+] (NaN3), CC1(OC[C@@H](O1)COC=1C=CC2=C(C(C=3NC4=CC(=CC=C4C3C2=O)C#N)(C)C)C1)C (8-((S)-2,2-Dimethyl-[1,3]dioxolan-4-yl methoxy)-6,6-dimethyl-11-oxo-6,11-dihydro-5H-benzo[b]carbazole-3-carbonitrile), [Cl-].[NH4+] (ammonium chloride), [N-]=[N+]=[N-].[Na+] (NaN3). Solvent: CN(C)C=O (DMF). Conditions: temperature 120 celsius, time 14 hour. Product: CC1(OC[C@@H](O1)COC=1C=CC2=C(C(C=3NC4=CC(=CC=C4C3C2=O)C=2N=NNN2)(C)C)C1)C (8-((S)-2,2-dimethyl-[1,3]dioxolan-4-yl methoxy)-6,6-dimethyl-3-(2H-tetrazol-5-yl)-5,6-dihydro-benzo[b]carbazol-11-one). RXN SMILES: [CH3:1][C:2]1([CH3:31])[O:6][C@@H:5]([CH2:7][O:8][C:9]2[CH:10]=[CH:11][C:12]3[C:24](=[O:25])[C:23]4[C:22]5[C:17](=[CH:18][C:19]([C:26]#[N:27])=[CH:20][CH:21]=5)[NH:16][C:15]=4[C:14]([CH3:29])([CH3:28])[C:13]=3[CH:30]=2)[CH2:4][O:3]1.[Cl-].[NH4+].[N-:34]=[N+:35]=[N-:36].[Na+].Cl>CN(C=O)C>[CH3:1][C:2]1([CH3:31])[O:6][C@@H:5]([CH2:7][O:8][C:9]2[CH:10]=[CH:11][C:12]3[C:24](=[O:25])[C:23]4[C:22]5[C:17](=[CH:18][C:19]([C:26]6[N:34]=[N:35][NH:36][N:27]=6)=[CH:20][CH:21]=5)[NH:16][C:15]=4[C:14]([CH3:29])([CH3:28])[C:13]=3[CH:30]=2)[CH2:4][O:3]1 |f:1.2,3.4|. Procedure: 8-((S)-2,2-Dimethyl-[1,3]dioxolan-4-yl methoxy)-6,6-dimethyl-11-oxo-6,11-dihydro-5H-benzo[b]carbazole-3-carbonitrile (20.0 mg, 0.048 mmol), ammonium chloride (1.28 mg, 0.024 mmol) and NaN3 (6.24 mg, 0.096 mmol) were dissolved in DMF, and the mixture was stirred at 120° C. for 14 hrs. NaN3 (6.24 mg, 0.096 mmol) was further added to the mixture, which was then stirred at 120° C. for 30 hrs. The reaction solution was added with 1 N aqueous solution of hydrochloric acid and extracted with ethyl acet... The reactants are CC(C)(C)OC(=O)N1CCC(NCC(N)=O)C1, CC(=O)O[BH-](OC(C)=O)OC(C)=O, CC(=O)O, O=Cc1ccc(Cl)cc1, CC(Cl)Cl, [Na+]. The product is CC(C)(C)OC(=O)N1CCC(N(CC(N)=O)Cc2ccc(Cl)cc2)C1. Reaction SMILES: [C:1]([CH3:2])([CH3:3])([CH3:4])[O:5][C:6](=[O:7])[N:8]1[CH2:9][CH:10]([NH:13][CH2:14][C:15]([NH2:16])=[O:17])[CH2:11][CH2:12]1.[C:27]([O:28][BH-:29]([O:30][C:31](=[O:32])[CH3:33])[O:34][C:35](=[O:36])[CH3:37])(=[O:38])[CH3:39].[CH3:41][C:42](=[O:43])[OH:44].[Cl:18][c:19]1[cH:20][cH:21][c:22]([CH:23]=[O:24])[cH:25][cH:26]1.[Cl:45][CH:46]([Cl:47])[CH3:48].[Na+:40]>>[C:1]([CH3:2])([CH3:3])([CH3:4])[O:5][C:6](=[O:7])[N:8]1[CH2:9][CH:10]([N:13]([CH2:14][C:15]([NH2:16])=[O:17])[CH2:23][c:22]2[cH:21][cH:20][c:19]([Cl:18])[cH:26][cH:25]2)[CH2:11][CH2:12]1. Starting materials: ClC=1SC(=C(N1)\C=C\C1=CC=CC=C1)CC(=O)OC (Methyl 2-chloro-4-[(E)-styryl]-5-thiazolacetate), COC(N(C)C)OC (dimethylformamide dimethyl acetal). Conditions: temperature 50 celsius. Yields the product ClC=1SC(=C(N1)\C=C\C1=CC=CC=C1)C(C(=O)OC)=CN(C)C (Methyl 2-chloro-α-[(dimethylamino)-methylene]-4-[(E)-styryl]-5-thiazolacetate). As a reaction SMILES: [Cl:1][C:2]1[S:3][C:4]([CH2:15][C:16]([O:18][CH3:19])=[O:17])=[C:5](/[CH:7]=[CH:8]/[C:9]2[CH:14]=[CH:13][CH:12]=[CH:11][CH:10]=2)[N:6]=1.CO[CH:22](OC)[N:23]([CH3:25])[CH3:24]>>[Cl:1][C:2]1[S:3][C:4]([C:15](=[CH:22][N:23]([CH3:25])[CH3:24])[C:16]([O:18][CH3:19])=[O:17])=[C:5](/[CH:7]=[CH:8]/[C:9]2[CH:14]=[CH:13][CH:12]=[CH:11][CH:10]=2)[N:6]=1. Reported procedure: A mixture of 5.9 g of the product of Step B and 55 ml of dimethylformamide dimethyl acetal was heated to 50° C. and after 4 hours at this temperature, the mixture was allowed to return to 25° C. The reaction mixture was evaporated to dryness and the residue was chromatographed on silica, eluting with a hexane-ethyl acetate mixture (7-3) to obtain 3.3 g of the desired product. Thin layer chromatography; Rf=0.18 [eluant: hexane-ethyl acetate (7-3)].